From a dataset of the Open Reaction Database (ORD), a public repository of structured organic reaction records. describe an organic reaction: reactants, conditions, products, and yield The reactants are C1CCOC1, [Li]C, CCOC(C)=O, Cl, Fc1cccc(C2=NCCC2)c1, O. Product: CC1(c2cccc(F)c2)CCCN1. RXN SMILES: [CH2:17]1[O:18][CH2:19][CH2:20][CH2:21]1.[CH3:13][Li:14].[CH3:22][CH2:23][O:24][C:25]([CH3:26])=[O:27].[ClH:16].[F:1][c:2]1[cH:3][c:4]([C:8]2=[N:12][CH2:11][CH2:10][CH2:9]2)[cH:5][cH:6][cH:7]1.[OH2:15]>>[F:1][c:2]1[cH:3][c:4]([C:8]2([CH3:13])[CH2:9][CH2:10][CH2:11][NH:12]2)[cH:5][cH:6][cH:7]1. Reactants: C(C1=CC=CC=C1)OC1=CC(=C2C=C(N(C2=C1)C)C(=O)OCC)C(F)(F)F (ethyl 6-benzyloxy-1-methyl-4-trifluoromethyl-2-indolecarboxylate). The reagents and catalysts are [Pd] (palladium/carbon). The solvent is O1CCCC1 (tetrahydrofuran). The product is OC1=CC(=C2C=C(N(C2=C1)C)C(=O)OCC)C(F)(F)F (Ethyl 6-hydroxy-1-methyl-4-trifluoromethyl-2-indolecarboxylate). As a reaction SMILES: C([O:8][C:9]1[CH:17]=[C:16]2[C:12]([CH:13]=[C:14]([C:19]([O:21][CH2:22][CH3:23])=[O:20])[N:15]2[CH3:18])=[C:11]([C:24]([F:27])([F:26])[F:25])[CH:10]=1)C1C=CC=CC=1>[Pd].O1CCCC1>[OH:8][C:9]1[CH:17]=[C:16]2[C:12]([CH:13]=[C:14]([C:19]([O:21][CH2:22][CH3:23])=[O:20])[N:15]2[CH3:18])=[C:11]([C:24]([F:27])([F:25])[F:26])[CH:10]=1. Reported procedure: The reaction was carried out in a manner similar to Reference Example 15 a) except for using 2.23 g (5.91 mmol) of ethyl 6-benzyloxy-1-methyl-4-trifluoromethyl-2-indolecarboxylate, 0.3 g of 10% palladium/carbon and 50 ml of tetrahydrofuran. Ethyl 6-hydroxy-1-methyl-4-trifluoromethyl-2-indolecarboxylate was thus obtained in an amount of 1.70 g. The reactants are product A1, Cl.C(C)OC=1C=C(C=CC1OCC)C1=NN(C([C@@H]2CC=CC[C@H]12)=O)C1=CC=C(C=C1)C(=O)N1CCN(CC1)C1=CC=CC=C1 ((4aS,8aR)-4-(3,4-Diethoxyphenyl)-2-{4-[1-(4-phenyl-piperazin-1-yl)-methanoyl]-phenyl}-4a,5,8,8a-tetrahydro-2H-phthalazin-1-one hydrochloride), C(C)OCC (diethyl ether). Yields the product C(C)OC=1C=C(C=CC1OCC)C1=NN(C([C@@H]2CC=CC[C@H]12)=O)C1=CC=C(C=C1)C(=O)N1CCN(CC1)C=O (4-(1-{4-[(4aS,8aR)-4-(3,4-Diethoxyphenyl)-1-oxo-4a,5,8,8a-tetrahydro-1H-phthalazin-2-yl]-phenyl}-methanoyl)-piperazine-1-carbaldehyde). As a reaction SMILES: Cl.[CH2:2]([O:4][C:5]1[CH:6]=[C:7]([C:14]2[C@@H:23]3[C@@H:18]([CH2:19][CH:20]=[CH:21][CH2:22]3)[C:17](=[O:24])[N:16]([C:25]3[CH:30]=[CH:29][C:28]([C:31]([N:33]4[CH2:38][CH2:37][N:36]([C:39]5C=CC=CC=5)[CH2:35][CH2:34]4)=[O:32])=[CH:27][CH:26]=3)[N:15]=2)[CH:8]=[CH:9][C:10]=1[O:11][CH2:12][CH3:13])[CH3:3].C([O:47]CC)C>>[CH2:2]([O:4][C:5]1[CH:6]=[C:7]([C:14]2[C@@H:23]3[C@@H:18]([CH2:19][CH:20]=[CH:21][CH2:22]3)[C:17](=[O:24])[N:16]([C:25]3[CH:26]=[CH:27][C:28]([C:31]([N:33]4[CH2:38][CH2:37][N:36]([CH:39]=[O:47])[CH2:35][CH2:34]4)=[O:32])=[CH:29][CH:30]=3)[N:15]=2)[CH:8]=[CH:9][C:10]=1[O:11][CH2:12][CH3:13])[CH3:3] |f:0.1|. Procedure details: Prepared from intermediate product A1 and piperazinylcarbaldehyde as described for compound 1. Cystallised from diethyl ether as the free base. M.p. 143–144° C. Reaction SMILES: [Cl:1][C:2]1[CH:3]=[C:4]([CH3:12])[C:5]2[O:9][C:8](S)=[N:7][C:6]=2[CH:11]=1.[NH:13]1[CH2:19][CH2:18][CH2:17][NH:16][CH2:15][CH2:14]1.C(OCC)(=O)C.Cl>C1(C)C=CC=CC=1.O>[Cl:1][C:2]1[CH:3]=[C:4]([CH3:12])[C:5]2[O:9][C:8]([N:13]3[CH2:19][CH2:18][CH2:17][NH:16][CH2:15][CH2:14]3)=[N:7][C:6]=2[CH:11]=1. Starting materials: C(C)(=O)OCC (ethyl acetate), Cl (hydrochloric acid), ClC=1C=C(C2=C(N=C(O2)S)C1)C (5-chloro-2-mercapto-7-methylbenzoxazole), N1CCNCCC1 (homopiperazine). Solvent: O (water), C1(=CC=CC=C1)C (toluene). Procedure details: Under nitrogen atmosphere, a suspension of 5-chloro-2-mercapto-7-methylbenzoxazole (70 g, 35 mol) in toluene (1.4 L) was added with homopiperazine (70 g, 0.35 mol) with stirring, and then the mixture was heated under reflux for 3 hours. The reaction mixture was cooled to room temperature, and poured into a mixture of ethyl acetate (0.7 L) and water (0.7 L). The mixture was added dropwise with 6 N hydrochloric acid (55 mL) with stirring to adjust its pH to 7.5. The separated organic layer was was... Product: ClC=1C=C(C2=C(N=C(O2)N2CCNCCC2)C1)C (5-Chloro-2-(1-homopiperazinyl)-7-methylbenzoxazole). Reactants: CN1N(C(C(=C1C)C(=O)NC1=CC=C(C=N1)OC1=CC(=NC=C1)NC(OC1=CC=CC=C1)=O)=O)C1=CC=CC=C1 (phenyl (4-((6-(1,5-dimethyl-3-oxo-2-phenyl-2,3-dihydro-1H-pyrazole-4-carboxamido)pyridin-3-yl)oxy)pyridin-2-yl)carbamate), CN1CCCC1=O (NMP), CNCCO (2-(methylamino)ethanol), O (water). Run in CCOC(=O)C (EtOAc). Reaction conditions: temperature 40 celsius. Yields the product OCCN(C(NC1=NC=CC(=C1)OC=1C=CC(=NC1)NC(=O)C=1C(N(N(C1C)C)C1=CC=CC=C1)=O)=O)C (N-(5-((2-(3-(2-hydroxyethyl)-3-methylureido)pyridin-4-yl)oxy)pyridin-2-yl)-1,5-dimethyl-3-oxo-2-phenyl-2,3-dihydro-1H-pyrazole-4-carboxamide). Yield: 59.0%. As a reaction SMILES: [CH3:1][N:2]1[C:6]([CH3:7])=[C:5]([C:8]([NH:10][C:11]2[N:16]=[CH:15][C:14]([O:17][C:18]3[CH:23]=[CH:22][N:21]=[C:20]([NH:24][C:25](=[O:33])OC4C=CC=CC=4)[CH:19]=3)=[CH:13][CH:12]=2)=[O:9])[C:4](=[O:34])[N:3]1[C:35]1[CH:40]=[CH:39][CH:38]=[CH:37][CH:36]=1.[CH3:41][N:42]1C(=O)C[CH2:44][CH2:43]1.CNCCO.[OH2:53]>CCOC(C)=O>[OH:53][CH2:44][CH2:43][N:42]([CH3:41])[C:25](=[O:33])[NH:24][C:20]1[CH:19]=[C:18]([O:17][C:14]2[CH:13]=[CH:12][C:11]([NH:10][C:8]([C:5]3[C:4](=[O:34])[N:3]([C:35]4[CH:40]=[CH:39][CH:38]=[CH:37][CH:36]=4)[N:2]([CH3:1])[C:6]=3[CH3:7])=[O:9])=[N:16][CH:15]=2)[CH:23]=[CH:22][N:21]=1. Reported procedure: A mixture of phenyl (4-((6-(1,5-dimethyl-3-oxo-2-phenyl-2,3-dihydro-1H-pyrazole-4-carboxamido)pyridin-3-yl)oxy)pyridin-2-yl)carbamate (30 mg, 0.05 mmol), NMP (5 mL) and 2-(methylamino)ethanol (5.0 mg, 0.06 mmol) was heated at 40° C. for 1.5 hours. The mixture was cooled to rt, and diluted with EtOAc (15 mL) and water (10 mL). The separated organic layer was washed with water (10 mL×3), followed by washing with brine (10 mL), dried over anhydrous MgSO4, and concentrated in vacuo. The residue was ... Starting materials: C1(CC1)C(CC(C)(C)O)NS(=O)C(C)(C)C (N-(1-cyclopropyl-3-hydroxy-3-methylbutyl)-2-methylpropane-2-sulfinamide), Cl (HCl), O1CCOCC1 (dioxane). Run in CO (MeOH). Conditions: time 30 minute. Yields the product [Cl-].C1(CC1)C(CC(C)(C)O)[NH3+] (1-Cyclopropyl-3-hydroxy-3-methylbutan-1-aminium chloride). As a reaction SMILES: [CH:1]1([CH:4]([NH:10]S(C(C)(C)C)=O)[CH2:5][C:6]([OH:9])([CH3:8])[CH3:7])[CH2:3][CH2:2]1.[ClH:17].O1CCOCC1>CO>[Cl-:17].[CH:1]1([CH:4]([NH3+:10])[CH2:5][C:6]([OH:9])([CH3:8])[CH3:7])[CH2:3][CH2:2]1 |f:4.5|. Procedure details: To a stirred solution of N-(1-cyclopropyl-3-hydroxy-3-methylbutyl)-2-methylpropane-2-sulfinamide (0.56 g, 2.26 mmol) in MeOH (1.2 mL) was added 4 N HCl in dioxane (1.1 mL, 4.4 mmol). The reaction mixture was left to stir for 30 min, concentrated, and dried under high-vacuum to give the title compound. 1H NMR (600 MHz, CD3SOCD3) δ 7.75 (br s, 3H); 2.54 (m, 1H); 1.77 (dd, 1H); 1.65 (dd, 1H); 1.19 (s, 3H); 1.14 (s, 3H); 0.96 (m, 1H); 0.53 (m, 3H); 0.26 (m, 1H).